Dataset: the Open Reaction Database (ORD), a public repository of structured organic reaction records. Task: describe an organic reaction: reactants, conditions, products, and yield Starting materials: solution, [H-].C(C(C)C)[Al+]CC(C)C (diisobutylaluminum hydride), C1(=CC=CC=C1)C (toluene), ClC1=NC=C(C(=O)N(C)OC)C=C1 (6-Chloro-N-methoxy-N-methyl-nicotinamide). Run in O1CCCC1 (tetrahydrofuran). Conditions: time 3 hour. Product: ClC1=CC=C(C=N1)C=O (6-Chloro-pyridine-3-carbaldehyde). The yield is 93.2%. As a reaction SMILES: [Cl:1][C:2]1[CH:13]=[CH:12][C:5]([C:6](N(OC)C)=[O:7])=[CH:4][N:3]=1.[H-].C([Al+]CC(C)C)C(C)C.C1(C)C=CC=CC=1>O1CCCC1>[Cl:1][C:2]1[N:3]=[CH:4][C:5]([CH:6]=[O:7])=[CH:12][CH:13]=1 |f:1.2|. Procedure details: Corey, E. J.; Loh, T-P.; Achyutha Rao, S.; Daley, D. C.; Sarshar, S. J. Org. Chem. 1993, 58, 5600-5602. In a flame-dried flask under nitrogen a solution of 6-Chloro-N-methoxy-N-methyl-nicotinamide (5 g, 25 mmol) in tetrahydrofuran (50 mL) was cooled in an ice bath. A 1.5 M solution of diisobutylaluminum hydride in toluene (24.9 mL, 37 mmol) was added at a rate keeping the internal temperature of the reaction below 20° C. The reaction then stirred for 3 hours at room temperature. The completed re... RXN SMILES: [CH3:1][C@@:2]([NH:15][NH2:16])([C:12]([OH:14])=[O:13])[CH2:3][C:4]1[CH:5]=[CH:6][C:7]([OH:11])=[C:8]([OH:10])[CH:9]=1.[CH3:17][C:18]1[CH:26]=[CH:25][CH:24]=[C:23]([CH3:27])[C:19]=1[C:20](Cl)=[O:21]>FC(F)(F)C(O)=O>[C:12]([C:2]([NH:15][NH2:16])([CH3:1])[CH2:3][C:4]1[CH:5]=[CH:6][C:7]([OH:11])=[C:8]([O:10][C:20](=[O:21])[C:19]2[C:23]([CH3:27])=[CH:24][CH:25]=[CH:26][C:18]=2[CH3:17])[CH:9]=1)([OH:14])=[O:13]. Product: compound 125, C(=O)(O)C(CC=1C=CC(=C(C1)OC(C1=C(C=CC=C1C)C)=O)O)(C)NN (2,6-Dimethyl-benzoic acid 5-(2-carboxy-2-hydrazino-propyl)-2-hydroxy-phenyl ester). Procedure: To a solution of carbidopa (732 mg, 3 mmol) in trifluoroacetic acid (10 mL), was slowly added 2,6-dimethyl-benzoyl chloride (504 mg, 3 mmol) at 0° C. and the mixture stirred at room temperature for 1 h. The reaction mixture was concentrated under reduced pressure. The oily residue was dissolved in acetonitrile/H2O and purified by reverse phase preparative HPLC to afford 196 mg of compound 125 [1H NMR (CD3OD, 400 MHz) 1.49 (s, 3H), 2.45 (d, 6H), 3.10 (dd, 2H), 6.82–7.25 (m, 6H). MS (ESI) m/z 359.... Isolated yield 15.0%. Reactants: C[C@](CC=1C=CC(=C(C1)O)O)(C(=O)O)NN (carbidopa), CC1=C(C(=O)Cl)C(=CC=C1)C (2,6-dimethyl-benzoyl chloride). Conditions: time 1 hour. The solvent is FC(C(=O)O)(F)F (trifluoroacetic acid). The reactants are O (water), C([O-])([O-])=O.[K+].[K+] (potassium carbonate), CC=1NC2=CC=C(C=C2C1)B1OC(C(O1)(C)C)(C)C (2-methyl-5-(4,4,5,5-tetramethyl-1,3,2-dioxaborolan-2-yl)-1H-indole), ONC([C@@](CCN1C(C=C(C=C1)I)=O)(S(=O)(=O)C)C)=O ((2R)—N-hydroxy-4-(4-iodo-2-oxopyridin-1(2H)-yl)-2-methyl-2-(methylsulfonyl)butanamide). Reagents/catalysts: [Pd] (Pd). Run in O1CCOCC1 (dioxane). Run at temperature 80 celsius. Product: ONC([C@@](CCN1C(C=C(C=C1)C=1C=C2C=C(NC2=CC1)C)=O)(S(=O)(=O)C)C)=O ((2R)—N-hydroxy-2-methyl-4-[4-(2-methyl-1H-indol-5-yl)-2-oxopyridin-1(2H)-yl]-2-(methylsulfonyl)butanamide). Yield: 21.4%. Reaction SMILES: C(=O)([O-])[O-].[K+].[K+].[CH3:7][C:8]1[NH:9][C:10]2[C:15]([CH:16]=1)=[CH:14][C:13](B1OC(C)(C)C(C)(C)O1)=[CH:12][CH:11]=2.[OH:26][NH:27][C:28](=[O:45])[C@:29]([CH3:44])([S:40]([CH3:43])(=[O:42])=[O:41])[CH2:30][CH2:31][N:32]1[CH:37]=[CH:36][C:35](I)=[CH:34][C:33]1=[O:39].O>O1CCOCC1.[Pd]>[OH:26][NH:27][C:28](=[O:45])[C@:29]([CH3:44])([S:40]([CH3:43])(=[O:42])=[O:41])[CH2:30][CH2:31][N:32]1[CH:37]=[CH:36][C:35]([C:13]2[CH:14]=[C:15]3[C:10](=[CH:11][CH:12]=2)[NH:9][C:8]([CH3:7])=[CH:16]3)=[CH:34][C:33]1=[O:39] |f:0.1.2|. Procedure: Pd EnCat™ (93 mg, 0.03 mmol) was added to a mixture of potassium carbonate (115 mg, 0.83 mmol), 2-methyl-5-(4,4,5,5-tetramethyl-1,3,2-dioxaborolan-2-yl)-1H-indole (86 mg, 0.33 mmol), and (2R)—N-hydroxy-4-(4-iodo-2-oxopyridin-1(2H)-yl)-2-methyl-2-(methylsulfonyl)butanamide (115 mg, 0.28 mmol) in dioxane:water (2.5 mL, 5:1 mixture). The reaction mixture was heated overnight at 80° C. The reaction was cooled to ambient temperature, filtered through a nylon filter and concentrated. The material was ...